This data is from the Open Reaction Database (ORD), a public repository of structured organic reaction records. The task is: describe an organic reaction: reactants, conditions, products, and yield Starting materials: C(\C=C\CCCCCCC)(=O)O (trans-2-decenoic acid), CNCCN(C)C (N,N′,N′-trimethylethylenediamine). Product: CN(CCN(C(\C=C\CCCCCCC)=O)C)C ((E)-N-(2-(dimethylamino)ethyl)-N-methyl dec-2-enamide). RXN SMILES: [C:1]([OH:12])(=O)/[CH:2]=[CH:3]/[CH2:4][CH2:5][CH2:6][CH2:7][CH2:8][CH2:9][CH3:10].[CH3:13][NH:14][CH2:15][CH2:16][N:17]([CH3:19])[CH3:18]>>[CH3:18][N:17]([CH3:19])[CH2:16][CH2:15][N:14]([CH3:13])[C:1](=[O:12])/[CH:2]=[CH:3]/[CH2:4][CH2:5][CH2:6][CH2:7][CH2:8][CH2:9][CH3:10]. Procedure: The same operation as in Example 1-1 or 1-2 was carried out using trans-2-decenoic acid and N,N′,N′-trimethylethylenediamine as starting materials to give the aimed compound. Starting materials: C(C)(C)(C)C=1C=C(C=C(C1)OC)B1OC(C(O1)(C)C)(C)C (2-(3-(tert-Butyl)-5-methoxyphenyl)-4,4,5,5-tetramethyl-1,3,2-dioxaborolane), B(Br)(Br)Br (BBr3). Run in C(Cl)Cl (DCM). Reaction conditions: time 2 hour. Yields the product C(C)(C)(C)C=1C=C(C=C(C1)B1OC(C(O1)(C)C)(C)C)O (3-(tert-Butyl)-5-(4,4,5,5-tetramethyl-1,3,2-dioxaborolan-2-yl)phenol). Yield: 0.1%. Reaction SMILES: [C:1]([C:5]1[CH:6]=[C:7]([B:13]2[O:17][C:16]([CH3:19])([CH3:18])[C:15]([CH3:21])([CH3:20])[O:14]2)[CH:8]=[C:9]([O:11]C)[CH:10]=1)([CH3:4])([CH3:3])[CH3:2].B(Br)(Br)Br>C(Cl)Cl>[C:1]([C:5]1[CH:10]=[C:9]([OH:11])[CH:8]=[C:7]([B:13]2[O:14][C:15]([CH3:21])([CH3:20])[C:16]([CH3:19])([CH3:18])[O:17]2)[CH:6]=1)([CH3:4])([CH3:2])[CH3:3]. Procedure details: Compound 14b (290 mg, 1 mol) was dissolved in DCM (25 mL). To the solution was added BBr3 (4 eq) dropwise at 0° C. under N2. The stirred mixture was then allowed to stand at 0° C. for 2 h, after which it was poured carefully dropwise into icewater and extracted with DCM. The organic phase was dried (MgSO4), evaporated and purified by CC to give compound 14c (220 mg, 80%). The reactants are CO, CCOC(=O)c1cccc2nc(N3CCC(NC(=O)c4nc(Cl)c(CC)[nH]4)C(NC(CC)CC)C3)sc12, Cl, [Li+], C1CCOC1, [OH-]. Yields the product CCc1[nH]c(C(=O)NC2CCN(c3nc4cccc(C(=O)O)c4s3)CC2NC(CC)CC)nc1Cl. As a reaction SMILES: [CH3:41][OH:42].[Cl:3][c:4]1[n:5][c:6]([C:11](=[O:12])[NH:13][CH:14]2[CH:15]([NH:34][CH:35]([CH2:36][CH3:37])[CH2:38][CH3:39])[CH2:16][N:17]([c:20]3[s:21][c:22]4[c:23]([n:24]3)[cH:25][cH:26][cH:27][c:28]4[C:29](=[O:30])[O:31][CH2:32][CH3:33])[CH2:18][CH2:19]2)[nH:7][c:8]1[CH2:9][CH3:10].[ClH:40].[Li+:1].[O:43]1[CH2:44][CH2:45][CH2:46][CH2:47]1.[OH-:2]>>[Cl:3][c:4]1[n:5][c:6]([C:11](=[O:12])[NH:13][CH:14]2[CH:15]([NH:34][CH:35]([CH2:36][CH3:37])[CH2:38][CH3:39])[CH2:16][N:17]([c:20]3[s:21][c:22]4[c:23]([n:24]3)[cH:25][cH:26][cH:27][c:28]4[C:29](=[O:30])[OH:31])[CH2:18][CH2:19]2)[nH:7][c:8]1[CH2:9][CH3:10]. Reactants: C1C(C)O1 (propylene oxide), CC1(NC2CCCCC2C(C1)C)C (2,2,4-trimethyl decahydroquinoline). Solvent: C(C)O (ethanol). Product: OC(CN1C(CC(C2CCCCC12)C)(C)C)C (1-(2'-hydroxypropyl)-2,2,4-trimethyl decahydroquinoline), desired product. As a reaction SMILES: [CH2:1]1[O:4][CH:2]1[CH3:3].[CH3:5][C:6]1([CH3:17])[CH2:15][CH:14]([CH3:16])[CH:13]2[CH:8]([CH2:9][CH2:10][CH2:11][CH2:12]2)[NH:7]1>C(O)C>[OH:4][CH:2]([CH3:3])[CH2:1][N:7]1[CH:8]2[CH:13]([CH2:12][CH2:11][CH2:10][CH2:9]2)[CH:14]([CH3:16])[CH2:15][C:6]1([CH3:5])[CH3:17]. Procedure: 1-(2'-hydroxypropyl)-2,2,4-trimethyl decahydroquinoline was prepared by the reaction of 30.2 grams (0.52 mole) of propylene oxide with 90.7 grams (0.5 mole) of 2,2,4-trimethyl decahydroquinoline of about 75% cis structure in the presence of 3 grams of ethanol at 170° C. for 49 hours. The reaction mix was distilled using a 4 inch Vigreaux column to yield 73.1 grams of the desired product, boiling at 93° to 96° C. at 0.26 mm Hg. The NMR and mass spectrometer spectra were consistent with the desire... Reported procedure: L-histidine (2.00 g, 12.8 mmol) was added to an MeOH solution of NaOMe (prepared with Na: 0.30 g, MeOH: 50 ml) at 0° C. and stirred. An MeOH solution (30 ml) of zinc acetate dihydrate (1.41 g) was then slowly dropwise added thereto at room temperature. After stirring for 3 hours, the precipitated crystal (in suspension) was recovered by filtration, washed with water, air dried, and then concentrated under a reduced pressure (5 mmHg, 80° C.). The solvent is CO (MeOH), CO (MeOH). RXN SMILES: [NH2:1][C@H:2]([C:9]([OH:11])=[O:10])[CH2:3][C:4]1[N:8]=[CH:7][NH:6][CH:5]=1.C[O-].[Na+].O.O.C([O-])(=O)C.[Zn+2:21].C([O-])(=O)C>CO>[Zn:21].[NH2:1][C@H:2]([C:9]([OH:11])=[O:10])[CH2:3][C:4]1[N:8]=[CH:7][NH:6][CH:5]=1 |f:1.2,3.4.5.6.7,9.10|. Yields the product [Zn].N[C@@H](CC1=CNC=N1)C(=O)O (Zinc Histidine). Starting materials: N[C@@H](CC1=CNC=N1)C(=O)O (L-histidine), C[O-].[Na+] (NaOMe), O.O.C(C)(=O)[O-].[Zn+2].C(C)(=O)[O-] (zinc acetate dihydrate). Reactants: Cc1ccccc1, CCc1nc(C)sc1C(=O)O, O=C(Cl)Cl. Product: CCc1nc(C)sc1C(=O)O, [Cl-]. Reaction SMILES: [CH3:16][c:17]1[cH:18][cH:19][cH:20][cH:21][cH:22]1.[CH3:1][c:2]1[s:3][c:4]([C:9](=[O:10])[OH:11])[c:5]([CH2:7][CH3:8])[n:6]1.[Cl:12][C:13](=[O:14])[Cl:15]>>[CH3:1][c:2]1[s:3][c:4]([C:9](=[O:10])[OH:11])[c:5]([CH2:7][CH3:8])[n:6]1.[Cl-:12]. Starting materials: P(=O)(Cl)(Cl)Cl (Phosphorus oxychloride), CN(C1=CC=CC=C1)C (N,N-dimethylaniline), C1(=C(C(=CC(=C1)C)C)C=1C(=NN2C1NC(=C(C2=O)CCCC(=O)OCC)C)C)C (ethyl 4-(3-mesityl-2,5-dimethyl-7-oxo-4,7-dihydropyrazolo[1,5-a]pyrimidin-6-yl)butanoate), ice water, C([O-])([O-])=O.[K+].[K+] (potassium carbonate), C([O-])([O-])=O.[K+].[K+] (potassium carbonate), C(CCC)N (n-butylamine). Solvent: C(C)#N (acetonitrile), O (water). The product is C(CCC)C1=C(C(=NC=2N1N=C(C2C2=C(C=C(C=C2C)C)C)C)C)CCCC(=O)OCC (Ethyl 4-(7-(butyl)-3-mesityl-2,5-dimethylpyrazolo[1,5-a]pyrimidin-6-yl)butanoate). As a reaction SMILES: P(Cl)(Cl)(Cl)=O.CN(C)[C:8]1[CH:13]=CC=[CH:10][CH:9]=1.[C:15]1([CH3:43])[CH:20]=[C:19]([CH3:21])[CH:18]=[C:17]([CH3:22])[C:16]=1[C:23]1[C:24]([CH3:42])=[N:25][N:26]2[C:31](=O)[C:30]([CH2:33][CH2:34][CH2:35][C:36]([O:38][CH2:39][CH3:40])=[O:37])=[C:29]([CH3:41])[NH:28][C:27]=12.C(=O)([O-])[O-].[K+].[K+].C(N)CCC>C(#N)C.O>[CH2:13]([C:31]1[N:26]2[N:25]=[C:24]([CH3:42])[C:23]([C:16]3[C:17]([CH3:22])=[CH:18][C:19]([CH3:21])=[CH:20][C:15]=3[CH3:43])=[C:27]2[N:28]=[C:29]([CH3:41])[C:30]=1[CH2:33][CH2:34][CH2:35][C:36]([O:38][CH2:39][CH3:40])=[O:37])[CH2:8][CH2:9][CH3:10] |f:3.4.5|. Reported procedure: Phosphorus oxychloride (11.3 g) and N,N-dimethylaniline (3 droplets) were added to ethyl 4-(3-mesityl-2,5-dimethyl-7-oxo-4,7-dihydropyrazolo[1,5-a]pyrimidin-6-yl)butanoate (700 mg, 1.77 mmol), followed by heating under reflux for 1.5 hours. After the reaction, it was treated with ice-water, neutralized with potassium carbonate, extracted with ethyl acetate, dried over anhydrous magnesium sulfate and evaporated. The resulting reaction residue was dissolved in acetonitrile (5 ml) and n-butylamine ... The reactants are C(C)(=O)OO (Peracetic acid), C(C)(=O)O[C@H]1[C@@H](O[C@@H]([C@H]([C@@H]1OC(C)=O)OC(C)=O)SC)C1=CC(=C(C=C1)C)CC1=CC=C(C=C1)CCCC(=O)OC ((2S,3S,4R,5S,6R)-2-(3-(4-(4-methoxy-4-oxobutyl)benzyl)-4-methylphenyl)-6-(methylthio)tetrahydro-2H-pyran-3,4,5-triyl triacetate). Solvent: CC(=O)O (HOAc), CC#N (CH3CN). Reaction conditions: temperature 0 celsius, time 20 minute. The product is C(C)(=O)O[C@H]1[C@@H](O[C@@H]([C@H]([C@@H]1OC(C)=O)OC(C)=O)[S@@](=O)C)C1=CC(=C(C=C1)C)CC1=CC=C(C=C1)CCCC(=O)OC ((2S,3S,4R,5S,6R)-2-(3-(4-(4-methoxy-4-oxobutyl)benzyl)-4-methylphenyl)-6-((S)-methylsulfinyl)tetrahydro-2H-pyran-3,4,5-triyl triacetate). The yield is 58.6%. Reaction SMILES: C(OO)(=[O:3])C.[C:6]([O:9][C@@H:10]1[C@@H:15]([O:16][C:17](=[O:19])[CH3:18])[C@H:14]([O:20][C:21](=[O:23])[CH3:22])[C@@H:13]([S:24][CH3:25])[O:12][C@H:11]1[C:26]1[CH:31]=[CH:30][C:29]([CH3:32])=[C:28]([CH2:33][C:34]2[CH:39]=[CH:38][C:37]([CH2:40][CH2:41][CH2:42][C:43]([O:45][CH3:46])=[O:44])=[CH:36][CH:35]=2)[CH:27]=1)(=[O:8])[CH3:7]>CC(O)=O.CC#N>[C:6]([O:9][C@@H:10]1[C@@H:15]([O:16][C:17](=[O:19])[CH3:18])[C@H:14]([O:20][C:21](=[O:23])[CH3:22])[C@@H:13]([S@:24]([CH3:25])=[O:3])[O:12][C@H:11]1[C:26]1[CH:31]=[CH:30][C:29]([CH3:32])=[C:28]([CH2:33][C:34]2[CH:35]=[CH:36][C:37]([CH2:40][CH2:41][CH2:42][C:43]([O:45][CH3:46])=[O:44])=[CH:38][CH:39]=2)[CH:27]=1)(=[O:8])[CH3:7]. Procedure: Peracetic acid (32% in dilute HOAc, 0.12 mL, 0.512 mmol) was added to a solution of (2S,3S,4R,5S,6R)-2-(3-(4-(4-methoxy-4-oxobutyl)benzyl)-4-methylphenyl)-6-(methylthio)tetrahydro-2H-pyran-3,4,5-triyl triacetate (9, 100 mg, 0.170 mmol) in 1 mL of HOAc and 2 mL of CH3CN at 0° C. The reaction was stirred for 20 min at 0° C. The reaction was quenched with 1N aqueous NaOH, then extracted twice with EtOAc. The combined organic layers were washed with brine, dried over MgSO4, filtered, and the solvent...